Dataset: the Open Reaction Database (ORD), a public repository of structured organic reaction records. Task: describe an organic reaction: reactants, conditions, products, and yield Starting materials: C(C)(C)(C)OC(=O)N1CCO[C@H]([C@@H](C1)CNC(=O)C1=C(C(=O)O)C=C(C(=C1)F)F)C1=CC(=C(C=C1)Cl)Cl (2-({[(6R,7R)-4-(tert-butoxycarbonyl)-7-(3,4-dichlorophenyl)-1,4-oxazepan-6-yl]methyl}carbamoyl)-4,5-difluorobenzoic acid), C(C)(=O)OCC.Cl (hydrogen chloride-ethyl acetate). Reaction conditions: time 1 hour. Yields the product Cl.ClC=1C=C(C=CC1Cl)[C@H]1[C@@H](CNCCO1)CNC(=O)C1=C(C(=O)O)C=C(C(=C1)F)F (2-({[(6S,7R)-7-(3,4-dichlorophenyl)-1,4-oxazepan-6-yl]methyl}carbamoyl)-4,5-difluorobenzoic acid monohydrochloride). The yield is 37.6%. Reaction SMILES: C(OC([N:8]1[CH2:14][C@@H:13]([CH2:15][NH:16][C:17]([C:19]2[CH:27]=[C:26]([F:28])[C:25]([F:29])=[CH:24][C:20]=2[C:21]([OH:23])=[O:22])=[O:18])[C@H:12]([C:30]2[CH:35]=[CH:34][C:33]([Cl:36])=[C:32]([Cl:37])[CH:31]=2)[O:11][CH2:10][CH2:9]1)=O)(C)(C)C.C(OCC)(=O)C.Cl>>[ClH:36].[Cl:37][C:32]1[CH:31]=[C:30]([C@@H:12]2[O:11][CH2:10][CH2:9][NH:8][CH2:14][C@H:13]2[CH2:15][NH:16][C:17]([C:19]2[CH:27]=[C:26]([F:28])[C:25]([F:29])=[CH:24][C:20]=2[C:21]([OH:23])=[O:22])=[O:18])[CH:35]=[CH:34][C:33]=1[Cl:36] |f:1.2,3.4|. Procedure details: To 2-({[(6R,7R)-4-(tert-butoxycarbonyl)-7-(3,4-dichlorophenyl)-1,4-oxazepan-6-yl]methyl}carbamoyl)-4,5-difluorobenzoic acid (102 mg) was added 4.0 M hydrogen chloride-ethyl acetate solution (4 mL), and the mixture was stirred at room temperature for 1 hr. The residue obtained by concentration under reduced pressure was separated by HPLC (C18, mobile phase: water/acetonitrile (containing 5 mM AcONH4)), and the obtained fraction was concentrated under reduced pressure to give the title compound (1...